Dataset: the Open Reaction Database (ORD), a public repository of structured organic reaction records. Task: describe an organic reaction: reactants, conditions, products, and yield Reactants: CO, O=[N+]([O-])c1cnccc1Nc1ccc2[nH]ccc2c1. Yields the product Nc1cnccc1Nc1ccc2[nH]ccc2c1. As a reaction SMILES: [CH3:20][OH:21].[N+:1]([O-:2])(=[O:3])[c:4]1[cH:5][n:6][cH:7][cH:8][c:9]1[NH:10][c:11]1[cH:12][c:13]2[cH:14][cH:15][nH:16][c:17]2[cH:18][cH:19]1>>[NH2:1][c:4]1[cH:5][n:6][cH:7][cH:8][c:9]1[NH:10][c:11]1[cH:12][c:13]2[cH:14][cH:15][nH:16][c:17]2[cH:18][cH:19]1. Reactants: O.[OH-].[Li+] (lithium hydroxide monohydrate), COC(C1=C(C=C(C=C1)C1=NOC(C1C(C)O)(C(F)(F)F)C1=CC(=CC(=C1)Cl)Cl)C)=O (4-[5-(3,5-dichloro-phenyl)-4-(1-hydroxy-ethyl)-5-trifluoromethyl-4,5-dihydro-isoxazol-3-yl]-2-methyl-benzoic acid methyl ester), O.[OH-].[Li+] (lithium hydroxide monohydrate), O1CCCC1 (tetrahydrofuran), O.[OH-].[Li+] (lithium hydroxide monohydrate). The solvent is O (water). Reaction conditions: time 2 day. The product is ClC=1C=C(C=C(C1)Cl)C1(C(C(=NO1)C1=CC(=C(C(=O)O)C=C1)C)=CC)C(F)(F)F (4-[5-(3,5-dichloro-phenyl)-4-ethylidene-5-trifluoromethyl-4,5-dihydro-isoxazol-3-yl]-2-methyl-benzoic acid). RXN SMILES: C[O:2][C:3](=[O:31])[C:4]1[CH:9]=[CH:8][C:7]([C:10]2[CH:14]([CH:15](O)[CH3:16])[C:13]([C:22]3[CH:27]=[C:26]([Cl:28])[CH:25]=[C:24]([Cl:29])[CH:23]=3)([C:18]([F:21])([F:20])[F:19])[O:12][N:11]=2)=[CH:6][C:5]=1[CH3:30].O.[OH-].[Li+].O1CCCC1>O>[Cl:29][C:24]1[CH:23]=[C:22]([C:13]2([C:18]([F:20])([F:19])[F:21])[O:12][N:11]=[C:10]([C:7]3[CH:8]=[CH:9][C:4]([C:3]([OH:31])=[O:2])=[C:5]([CH3:30])[CH:6]=3)[C:14]2=[CH:15][CH3:16])[CH:27]=[C:26]([Cl:28])[CH:25]=1 |f:1.2.3|. Procedure: A mixture of 4-[5-(3,5-dichloro-phenyl)-4-(1-hydroxy-ethyl)-5-trifluoromethyl-4,5-dihydro-isoxazol-3-yl]-2-methyl-benzoic acid methyl ester (Example 7.1) (0.242 g, 0.51 mmol), lithium hydroxide monohydrate (0.06 g, 1.4 mmol), tetrahydrofuran (5 ml) and water (5 ml) was stirred at ambient temperature for 2 days. Then further portions of lithium hydroxide monohydrate were added to complete the reaction. In total, 545 mg of lithium hydroxide monohydrate were added over 5 days. The mixture was conce... Starting materials: FC=1C=C(C=2N(C1)N=C(N2)N)C2=CC=C(C=C2)S(=O)(=O)C (6-fluoro-8-(4-methanesulfonyl-phenyl)-[1,2,4]triazolo[1,5-a]pyridin-2-ylamine), BrC1=CC=C(C=C1)N1CCN(CC1)C (1-(4-bromo-phenyl)-4-methyl-piperazine). The product is FC=1C=C(C=2N(C1)N=C(N2)NC2=CC=C(C=C2)N2CCN(CC2)C)C2=CC=C(C=C2)S(=O)(=O)C ([6-Fluoro-8-(4-methanesulfonyl-phenyl)-[1,2,4]triazolo[1,5-a]pyridin-2-yl]-[4-(4-methyl-piperazin-1-yl)-phenyl]-amine), solid. Yield: 23.0%. As a reaction SMILES: [F:1][C:2]1[CH:3]=[C:4]([C:12]2[CH:17]=[CH:16][C:15]([S:18]([CH3:21])(=[O:20])=[O:19])=[CH:14][CH:13]=2)[C:5]2[N:6]([N:8]=[C:9]([NH2:11])[N:10]=2)[CH:7]=1.Br[C:23]1[CH:28]=[CH:27][C:26]([N:29]2[CH2:34][CH2:33][N:32]([CH3:35])[CH2:31][CH2:30]2)=[CH:25][CH:24]=1>>[F:1][C:2]1[CH:3]=[C:4]([C:12]2[CH:13]=[CH:14][C:15]([S:18]([CH3:21])(=[O:20])=[O:19])=[CH:16][CH:17]=2)[C:5]2[N:6]([N:8]=[C:9]([NH:11][C:23]3[CH:24]=[CH:25][C:26]([N:29]4[CH2:34][CH2:33][N:32]([CH3:35])[CH2:31][CH2:30]4)=[CH:27][CH:28]=3)[N:10]=2)[CH:7]=1. Reported procedure: [6-Fluoro-8-(4-methanesulfonyl-phenyl)-[1,2,4]triazolo[1,5-a]pyridin-2-yl]-[4-(4-methyl-piperazin-1-yl)-phenyl]-amine was prepared from 6-fluoro-8-(4-methanesulfonyl-phenyl)-[1,2,4]triazolo[1,5-a]pyridin-2-ylamine and 1-(4-bromo-phenyl)-4-methyl-piperazine in a manner analogous to Step 2d and was isolated as an orange solid (23% yield). 1H NMR (400 MHz, CDCl3, δ, ppm): 8.45 (s, 1H), 8.26 (d, J=8.0 Hz, 2H), 8.11 (d, J=7.7 Hz, 2H), 7.58 (d, J=9.0 Hz, 1H), 7.48 (dd, J=11.5 Hz, 7.8 Hz, 2H), 6.98 (d,... The reactants are CCOC(=O)CCN(CC)C(=O)CC(=O)OCC, CCO, CC[O-], [Na+], [Na]. Product: CCOC(=O)C1C(=O)CCN(CC)C1=O. Reaction SMILES: [CH2:6]([CH3:7])[O:8][C:9](=[O:10])[CH2:11][C:12](=[O:13])[N:14]([CH2:15][CH2:16][C:17]([O:19][CH2:18][CH3:20])=[O:21])[CH2:22][CH3:23].[CH3:24][CH2:25][OH:26].[CH3:3][CH2:4][O-:5].[Na+:2].[Na:1]>>[CH2:6]([CH3:7])[O:8][C:9](=[O:10])[CH:11]1[C:12](=[O:13])[N:14]([CH2:22][CH3:23])[CH2:15][CH2:16][C:17]1=[O:19].